This data is from the Open Reaction Database (ORD), a public repository of structured organic reaction records. The task is: describe an organic reaction: reactants, conditions, products, and yield Starting materials: Cl[Si](C)(C)C (chlorotrimethylsilane), C(C1=CC=CC=C1)[C@@H]1N(C(OC1)=O)C(CC)=O ((S)-4-benzyl-3-propionyloxazolidin-2-one), [Mg+2].[Cl-].[Cl-] (MgCl2), BrC=1C=C(C=O)C=CC1 (3-bromobenzaldehyde). Run in CCOC(=O)C (EtOAc), CCN(CC)CC (Et3N). Conditions: time 24 hour. Yields the product C(C1=CC=CC=C1)[C@@H]1N(C(OC1)=O)C([C@@H]([C@H](O[Si](C)(C)C)C1=CC(=CC=C1)Br)C)=O ((S)-4-benzyl-3-((2R,3S)-3-(3-bromophenyl)-2-methyl-3-(trimethylsilyloxy)propanoyl)oxazolidin-2-one). Reaction SMILES: [CH2:1]([C@H:8]1[CH2:12][O:11][C:10](=[O:13])[N:9]1[C:14](=[O:17])[CH2:15][CH3:16])[C:2]1[CH:7]=[CH:6][CH:5]=[CH:4][CH:3]=1.[Mg+2].[Cl-].[Cl-].[Br:21][C:22]1[CH:23]=[C:24]([CH:27]=[CH:28][CH:29]=1)[CH:25]=[O:26].Cl[Si:31]([CH3:34])([CH3:33])[CH3:32]>CCOC(C)=O.CCN(CC)CC>[CH2:1]([C@H:8]1[CH2:12][O:11][C:10](=[O:13])[N:9]1[C:14](=[O:17])[C@H:15]([CH3:16])[C@@H:25]([C:24]1[CH:27]=[CH:28][CH:29]=[C:22]([Br:21])[CH:23]=1)[O:26][Si:31]([CH3:34])([CH3:33])[CH3:32])[C:2]1[CH:3]=[CH:4][CH:5]=[CH:6][CH:7]=1 |f:1.2.3|. Procedure details: To a mixture of (S)-4-benzyl-3-propionyloxazolidin-2-one, anhydrous MgCl2 (0.104 g, 1.09 mmol) and 3-bromobenzaldehyde in EtOAc is added Et3N followed by chlorotrimethylsilane. The reaction mixture is stirred under argon at room temperature for 24 h and then filtered through a layer of a silica gel, washing with EtOAc. The combined filtrates are concentrated under reduced pressure and the residue is purified by flash chromatography (1 to 30% EtOAc/hexane gradient) to give (S)-4-benzyl-3-((2R,3S)... Reactants: CCOC(=O)C (AcOEt), O=C1CC(N(CCN1)S(=O)(=O)C1=CC=C(C)C=C1)CC(=O)O (2-(7-Oxo-4-tosyl-1,4-diazepan-5-yl)acetic acid), product, [Li+].[OH-] (LiOH). Run in O1CCOCC1 (1,4-dioxane), CO (MeOH). Yields the product O=C1CC(N(CCN1)S(=O)(=O)C1=CC=C(C)C=C1)CC(=O)OCC (Ethyl 2-(7-oxo-4-tosyl-1,4-diazepan-5-yl)acetate). As a reaction SMILES: [O:1]=[C:2]1[NH:8][CH2:7][CH2:6][N:5]([S:9]([C:12]2[CH:18]=[CH:17][C:15]([CH3:16])=[CH:14][CH:13]=2)(=[O:11])=[O:10])[CH:4]([CH2:19][C:20]([OH:22])=[O:21])[CH2:3]1.[Li+].[OH-].[CH3:25][CH2:26]OC(C)=O>O1CCOCC1.CO>[O:1]=[C:2]1[NH:8][CH2:7][CH2:6][N:5]([S:9]([C:12]2[CH:18]=[CH:17][C:15]([CH3:16])=[CH:14][CH:13]=2)(=[O:11])=[O:10])[CH:4]([CH2:19][C:20]([O:22][CH2:25][CH3:26])=[O:21])[CH2:3]1 |f:1.2|. Reported procedure: A solution of the product of step A (1.34 g, 5.44 mmol) was stirred in THF (30 ml) at 0*C. Bu3SnOTf (90%, 2.73 g, 5.60 mmol) in THF 8.0 ml was added dropwise over 6 min, and the mixture was heated to reflux for 22 h. The reaction was cooled to 0° C., and triethylamine (1.52 ml, 10.9 mmol) and dimethylaminopyridine (0.135 g, 1.11 mmol) were added followed by p-toluenesulfonyl chloride (2.09 g, 11.0 mmol) in THF 4.0 ml. The reaction was allowed to r.t. and after 4 h concentrated under reduced pres... Starting materials: ClCCOC1=C(C=C2C(=C(C=NC2=C1)C#N)NC1=CC(=C(C=C1)C)O)OC (7-(2-chloro-ethoxy)-4-(3-hydroxy-4-methyl-phenylamino)-6-methoxy-quinoline-3-carbonitrile), [I-].[Na+] (sodium iodide), CNC (dimethylamine). Run in O1CCCC1 (tetrahydrofuran). Conditions: temperature 125 celsius. Yields the product CN(CCOC1=C(C=C2C(=C(C=NC2=C1)C#N)NC1=CC(=C(C=C1)C)O)OC)C (7-(2-Dimethylamino-ethoxy)-4-(3-hydroxy-4-methyl-phenylamino)-6-methoxy-quinoline-3-carbonitrile). Reaction SMILES: Cl[CH2:2][CH2:3][O:4][C:5]1[CH:14]=[C:13]2[C:8]([C:9]([NH:17][C:18]3[CH:23]=[CH:22][C:21]([CH3:24])=[C:20]([OH:25])[CH:19]=3)=[C:10]([C:15]#[N:16])[CH:11]=[N:12]2)=[CH:7][C:6]=1[O:26][CH3:27].[I-].[Na+].[CH3:30][NH:31][CH3:32]>O1CCCC1>[CH3:30][N:31]([CH3:32])[CH2:2][CH2:3][O:4][C:5]1[CH:14]=[C:13]2[C:8]([C:9]([NH:17][C:18]3[CH:23]=[CH:22][C:21]([CH3:24])=[C:20]([OH:25])[CH:19]=3)=[C:10]([C:15]#[N:16])[CH:11]=[N:12]2)=[CH:7][C:6]=1[O:26][CH3:27] |f:1.2|. Procedure details: A mixture of 1 g (2.38 mmol) of 7-(2-chloro-ethoxy)-4-(3-hydroxy-4-methyl-phenylamino)-6-methoxy-quinoline-3-carbonitrile and 0.078 g of sodium iodide in 19.5 ml of 2M dimethylamine in tetrahydrofuran was placed in a sealed tube and heated to 125° C. for 14 hr. The solvent was removed and the residue was mixed with warm ethyl acetate and saturated sodium bicarbonate solution. The organic layer was separated and dried over magnesium sulfate. Solvent was removed and the residue was chromatographed... Reactants: BrCCCCl (1-bromo-3-chloropropane), COC1=C(C=C(C=C1)CSC1=CC=C(C=C1)C)OC (1,2-dimethoxy-4-[[(4-methylphenyl)thio]methyl]benzene), N1=CC=CC2=CC=C3C=CC=NC3=C12 (phenanthroline), C(CCC)[Li].CCCCCC (n-butyl lithium hexane). Solvent: O1CCCC1 (tetrahydrofuran), C(C)(=O)OCC (ethyl acetate). Reaction conditions: temperature 0 celsius, time 10 minute. Yields the product ClCCCC(SC1=CC=C(C=C1)C)C1=CC(=C(C=C1)OC)OC (4-[4-Chloro-1-[(4-methylphenyl)thio]butyl]-1,2-dimethoxybenzene). Reaction SMILES: [CH3:1][O:2][C:3]1[CH:8]=[CH:7][C:6]([CH2:9][S:10][C:11]2[CH:16]=[CH:15][C:14]([CH3:17])=[CH:13][CH:12]=2)=[CH:5][C:4]=1[O:18][CH3:19].N1C2C(=CC=C3C=2N=CC=C3)C=CC=1.C([Li])CCC.CCCCCC.Br[CH2:46][CH2:47][CH2:48][Cl:49]>O1CCCC1.C(OCC)(=O)C>[Cl:49][CH2:48][CH2:47][CH2:46][CH:9]([C:6]1[CH:7]=[CH:8][C:3]([O:2][CH3:1])=[C:4]([O:18][CH3:19])[CH:5]=1)[S:10][C:11]1[CH:12]=[CH:13][C:14]([CH3:17])=[CH:15][CH:16]=1 |f:2.3|. Procedure details: To a solution of 13.72 g of 1,2-dimethoxy-4-[[(4-methylphenyl)thio]methyl]benzene and a crystal of phenanthroline in 250 mL of tetrahydrofuran (dried over 3A sieves), under nitrogen at -78° C. is added 21.0 mL of 2.5M n-butyl lithium/hexane via a syringe. After 10 minutes, the brown solution is warmed to 0° C. for 1 hour, then it is recooled to -78° C. and 8.02 mL of 1-bromo-3-chloropropane is added via syringe. The reaction is permitted to warm to room temperature overnight. To the now light ye... Reactants: Br, OCc1c(Cl)cccc1Oc1ccccc1, O. Product: Clc1cccc(Oc2ccccc2)c1CBr. As a reaction SMILES: [BrH:18].[Cl:1][c:2]1[c:3]([CH2:15][OH:16])[c:4]([O:8][c:9]2[cH:10][cH:11][cH:12][cH:13][cH:14]2)[cH:5][cH:6][cH:7]1.[OH2:17]>>[Cl:1][c:2]1[c:3]([CH2:15][Br:18])[c:4]([O:8][c:9]2[cH:10][cH:11][cH:12][cH:13][cH:14]2)[cH:5][cH:6][cH:7]1. The reactants are CCOC(=O)C(Nc1cccc([N+](=O)[O-])c1)C(C)=NNC(=O)OC, CCOC(C)=O, CC(C)=O, [Cl-], [Cl-], [Cl-], O, [Ti+3]. Yields the product CCOC(=O)C(Nc1cccc([N+](=O)[O-])c1)C(C)=O. As a reaction SMILES: [CH2:1]([CH3:2])[O:3][C:4]([CH:5]([C:6]([CH3:7])=[N:8][NH:9][C:10]([O:11][CH3:12])=[O:13])[NH:14][c:15]1[cH:16][c:17]([N+:21](=[O:22])[O-:23])[cH:18][cH:19][cH:20]1)=[O:24].[CH3:26][CH2:27][O:28][C:29](=[O:30])[CH3:31].[CH3:32][C:33](=[O:34])[CH3:35].[Cl-:36].[Cl-:37].[Cl-:38].[OH2:25].[Ti+3:39]>>[CH2:1]([CH3:2])[O:3][C:4]([CH:5]([C:6]([CH3:7])=[O:28])[NH:14][c:15]1[cH:16][c:17]([N+:21](=[O:22])[O-:23])[cH:18][cH:19][cH:20]1)=[O:24]. Reactants: C1CCOC1, S=C(Cl)Cl, ClCCl, N#Cc1cnc(N)cn1, c1ccncc1. The product is N#Cc1cnc(N=C=S)cn1. RXN SMILES: [CH2:20]1[O:21][CH2:22][CH2:23][CH2:24]1.[Cl:1][C:2]([Cl:3])=[S:4].[Cl:25][CH2:26][Cl:27].[NH2:5][c:6]1[n:7][cH:8][c:9]([C:12]#[N:13])[n:10][cH:11]1.[cH:14]1[cH:15][cH:16][n:17][cH:18][cH:19]1>>[C:2](=[S:4])=[N:5][c:6]1[n:7][cH:8][c:9]([C:12]#[N:13])[n:10][cH:11]1. The reactants are COC1=C(C=C(C(=O)C2=CC=CC=C2)C=C1)C (4-methoxy-3-methylbenzophenone), Br (hydrobromic acid). Run in C(C)(=O)O (acetic acid). Yields the product CC=1C=C(C(=O)C2=CC=CC=C2)C=CC1O (3-methyl-4-hydroxybenzophenone). Yield: 50.1%. Reaction SMILES: C[O:2][C:3]1[CH:16]=[CH:15][C:6]([C:7]([C:9]2[CH:14]=[CH:13][CH:12]=[CH:11][CH:10]=2)=[O:8])=[CH:5][C:4]=1[CH3:17].Br>C(O)(=O)C>[CH3:17][C:4]1[CH:5]=[C:6]([CH:15]=[CH:16][C:3]=1[OH:2])[C:7]([C:9]1[CH:14]=[CH:13][CH:12]=[CH:11][CH:10]=1)=[O:8]. Procedure: A mixture of 6.17 g of 4-methoxy-3-methylbenzophenone, 65 ml of glacial acetic acid and 103 ml of a 62 percent hydrobromic acid solution is heated to boiling under reflux for 3 hours. The dark solution obtained is concentrated, extracted with ethyl acetate and the organic phase is dried and evaporated. The residue is chromatographed on silica gel with hexane:ethyl acetate (7:3). There are obtained 2.90 g (50%) of 3-methyl-4-hydroxybenzophenone as a yellowish solid with a m.p. of 170°-173° .